This data is from the Open Reaction Database (ORD), a public repository of structured organic reaction records. The task is: describe an organic reaction: reactants, conditions, products, and yield Starting materials: CCN(C(C)C)C(C)C, ClCCl, O=C1CNCCN1, O=S(=O)(Cl)c1ccc2ccccc2c1. The product is O=C1CN(S(=O)(=O)c2ccc3ccccc3c2)CCN1. As a reaction SMILES: [CH:22]([N:23]([CH:24]([CH3:25])[CH3:26])[CH2:27][CH3:28])([CH3:29])[CH3:30].[Cl:31][CH2:32][Cl:33].[NH:1]1[C:2](=[O:7])[CH2:3][NH:4][CH2:5][CH2:6]1.[cH:8]1[c:9]([S:18](=[O:19])(=[O:20])[Cl:21])[cH:10][cH:11][c:12]2[cH:13][cH:14][cH:15][cH:16][c:17]12>>[NH:1]1[C:2](=[O:7])[CH2:3][N:4]([S:18]([c:9]2[cH:8][c:17]3[c:12]([cH:11][cH:10]2)[cH:13][cH:14][cH:15][cH:16]3)(=[O:19])=[O:20])[CH2:5][CH2:6]1.